Dataset: the Open Reaction Database (ORD), a public repository of structured organic reaction records. Task: describe an organic reaction: reactants, conditions, products, and yield Starting materials: BrC1=CC(=C(C=C1)O)C(C1=CC=CC=C1)=NCC1=CC=C(C=C1)OC (4-Bromo-2-[(4-methoxy-benzylimino)-phenyl-methyl]-phenol), C(C)(=O)O[BH-](OC(C)=O)OC(C)=O.[Na+] (sodium triacetoxyborohydride), BrC=1C=CC(=C(C1)C(=O)C1=CC=CC=C1)O ((5-Bromo-2-hydroxy-phenyl)-phenyl-methanone), COC1=CC=C(CN)C=C1 (4-Methoxybenzylamine), C([O-])(O)=O.[Na+] (sodium bicarbonate). The solvent is ClCCl (dichloromethane), ClCCl (dichloromethane). Conditions: time 2 hour. Product: BrC1=CC(=C(C=C1)O)C(C1=CC=CC=C1)NCC1=CC=C(C=C1)OC (4-Bromo-2-[(4-methoxy-benzylamino)-phenyl-methyl]-phenol). As a reaction SMILES: BrC1C=CC(O)=C(C(C2C=CC=CC=2)=O)C=1.COC1C=CC(CN)=CC=1.[Br:27][C:28]1[CH:33]=[CH:32][C:31]([OH:34])=[C:30]([C:35](=[N:42][CH2:43][C:44]2[CH:49]=[CH:48][C:47]([O:50][CH3:51])=[CH:46][CH:45]=2)[C:36]2[CH:41]=[CH:40][CH:39]=[CH:38][CH:37]=2)[CH:29]=1.C(O[BH-](OC(=O)C)OC(=O)C)(=O)C.[Na+].C(=O)(O)[O-].[Na+]>ClCCl>[Br:27][C:28]1[CH:33]=[CH:32][C:31]([OH:34])=[C:30]([CH:35]([NH:42][CH2:43][C:44]2[CH:45]=[CH:46][C:47]([O:50][CH3:51])=[CH:48][CH:49]=2)[C:36]2[CH:37]=[CH:38][CH:39]=[CH:40][CH:41]=2)[CH:29]=1 |f:3.4,5.6|. Procedure details: (5-Bromo-2-hydroxy-phenyl)-phenyl-methanone (5.0 g, 17.68 mmol) is dissolved in dichloromethane (20 mL). 4-Methoxybenzylamine (3.00 mL, 22.02 mmol) is added and the mixture stirred at room temperature for 2 hours. 4-Bromo-2-[(4-methoxy-benzylimino)-phenyl-methyl]-phenol (700 mg, 1.766 mmol) is dissolved in dichloromethane (6 mL) and treated with sodium triacetoxyborohydride (2.0 g, 8.96 mmol). The mixture is stirred at room temperature over the weekend. The mixture is poured into saturated aqueo... Reactants: Br/C=1/C(=O)OC(\C1)=O (bromomaleic anhydride), C(C)(=O)[O-].[Na+] (sodium acetate), C(C)(=O)OC(C)=O (acetic anhydride), CN(N=CC(=C)CC)C (2-Ethyl-2-propenal dimethylhydrazone). Run in C(Cl)Cl (methylene chloride). Conditions: time 1 hour. The product is CN(N1C2=C(CC(=C1)CC)C(=O)OC2=O)C (1,4-dihydro-1-dimethylamino-5-ethyl-2,3-pyridinedicarboxylic anhydride). As a reaction SMILES: C([O-])(=O)C.[Na+].[C:6]([O:9][C:10](=[O:12])[CH3:11])(=[O:8])[CH3:7].[CH3:13][N:14]([CH3:21])[N:15]=[CH:16][C:17]([CH2:19][CH3:20])=[CH2:18].BrC1C(OC(=O)C=1)=O>C(Cl)Cl>[CH3:13][N:14]([CH3:21])[N:15]1[CH:16]=[C:17]([CH2:19][CH3:20])[CH2:18][C:7]2[C:6]([O:9][C:10](=[O:12])[C:11]1=2)=[O:8] |f:0.1|. Procedure details: A mixture of sodium acetate (14.76 g, 180.0 mmol) and acetic anhydride (150 ml) is heated, under N2, to 120° for 10 min., and is then chilled to 10°. 2-Ethyl-2-propenal dimethylhydrazone (11.36 g, 90.0 mmol) is added, followed by addition of bromomaleic anhydride (16.41 g, 92.7 mmol) and the reaction mixture is stirred at 10° for ca. 1 hour. The mixture is then diluted with methylene chloride and filtered, and the solid is rinsed with methylene chloride until colorless. The filtrate is concentra...